This data is from the Open Reaction Database (ORD), a public repository of structured organic reaction records. The task is: describe an organic reaction: reactants, conditions, products, and yield Starting materials: BrC=C1C2=C(CCC3=C1C=CC=C3)C=CC=C2 (5-bromomethylene-10,11-dihydro-5H-dibenzo[a,d]cycloheptene), FC(C=1C=C(C=CC1)B(O)O)(F)F (3-(trifluoromethyl)phenyl boronic acid). Run in hexanes. Product: FC(C=1C=C(C=C2C3=C(CCC4=C2C=CC=C4)C=CC=C3)C=CC1)(F)F (5-(3-Trifluoromethyl-benzylidene)-10,11-dihydro-5H-dibenzo[a,d]cycloheptene). RXN SMILES: Br[CH:2]=[C:3]1[C:9]2[CH:10]=[CH:11][CH:12]=[CH:13][C:8]=2[CH2:7][CH2:6][C:5]2[CH:14]=[CH:15][CH:16]=[CH:17][C:4]1=2.[F:18][C:19]([F:30])([F:29])[C:20]1[CH:21]=[C:22](B(O)O)[CH:23]=[CH:24][CH:25]=1>>[F:18][C:19]([F:30])([F:29])[C:20]1[CH:25]=[C:24]([CH:23]=[CH:22][CH:21]=1)[CH:2]=[C:3]1[C:9]2[CH:10]=[CH:11][CH:12]=[CH:13][C:8]=2[CH2:7][CH2:6][C:5]2[CH:14]=[CH:15][CH:16]=[CH:17][C:4]1=2. Procedure details: Combine 5-bromomethylene-10,11-dihydro-5H-dibenzo[a,d]cycloheptene (0.5 g, 1.75 mmol) and 3-(trifluoromethyl)phenyl boronic acid (0.33 g, 1.75 mmol) using procedures essentially as described in Example 219, below. Pass through a plug of silica gel equilibrated with hexanes. Concentrate the filtrate to give the title product. Analysis for C23H17F3: Calcd: C, 78.84 H. 4.89; Found: C, 79.03.H, 5.03. HPLC (ISO80-10M)) t=16.30 min (98%). Reactants: S1C2=C(C(=C1)C(=O)O)CCCC2 (4,5,6,7-tetrahydrobenzo[b]thiophene-3-carboxylic acid), Cl.NC=1C=CC(=C(C#N)C1)OCC(CO)(C)C (5-amino-2-(2,2-dimethyl-3-hydroxypropoxy)benzonitrile monohydrochloride). The solvent is C(C)N(CC)CC (triethylamine). Product: C(#N)C=1C=C(C=CC1OCC(CO)(C)C)NC(=O)C=1C2=C(SC1)CCCC2 (N-[3-cyano-4-(2,2-dimethyl-3-hydroxypropoxy)phenyl]-4,5,6,7-tetrahydrobenzo[b]thiophene-3-carboxamide). Yield: 58.1%. RXN SMILES: [S:1]1[CH:5]=[C:4]([C:6]([OH:8])=O)[C:3]2[CH2:9][CH2:10][CH2:11][CH2:12][C:2]1=2.Cl.[NH2:14][C:15]1[CH:16]=[CH:17][C:18]([O:23][CH2:24][C:25]([CH3:29])([CH3:28])[CH2:26][OH:27])=[C:19]([CH:22]=1)[C:20]#[N:21]>C(N(CC)CC)C>[C:20]([C:19]1[CH:22]=[C:15]([NH:14][C:6]([C:4]2[C:3]3[CH2:9][CH2:10][CH2:11][CH2:12][C:2]=3[S:1][CH:5]=2)=[O:8])[CH:16]=[CH:17][C:18]=1[O:23][CH2:24][C:25]([CH3:28])([CH3:29])[CH2:26][OH:27])#[N:21] |f:1.2|. Reported procedure: By the reaction and treatment in the same manner as in Example 6 using 4,5,6,7-tetrahydrobenzo[b]thiophene-3-carboxylic acid (0.78 g) and 5-amino-2-(2,2-dimethyl-3-hydroxypropoxy)benzonitrile monohydrochloride (1.0 g) and triethylamine (0.6 ml), the title compound (0.87 g) was obtained. melting point: 148-150° C. The reactants are C(C)(=O)OCC (ethyl acetate), C(C1=CC=CC=C1)OC1=C(C=O)C=C(C=C1)OCC (2-Benzyloxy-5-ethoxybenzaldehyde), CO (methanol), CSCS(=O)C (methyl methylthiomethyl sulfoxide). The reagents and catalysts are [OH-].[Na+] (sodium hydroxide). Reaction conditions: temperature 70 celsius, time 30 minute. The product is C(C1=CC=CC=C1)OC1=C(C=C(C=C1)OCC)CC(=O)OC (methyl 2-(2-benzyloxy-5-ethoxyphenyl)acetate). Isolated yield 69.0%. Reaction SMILES: CSCS(C)=O.[CH2:7]([O:14][C:15]1[CH:22]=[CH:21][C:20]([O:23][CH2:24][CH3:25])=[CH:19][C:16]=1[CH:17]=O)[C:8]1[CH:13]=[CH:12][CH:11]=[CH:10][CH:9]=1.CO.[C:28]([O:31][CH2:32]C)(=[O:30])C>[OH-].[Na+]>[CH2:7]([O:14][C:15]1[CH:22]=[CH:21][C:20]([O:23][CH2:24][CH3:25])=[CH:19][C:16]=1[CH2:17][C:28]([O:31][CH3:32])=[O:30])[C:8]1[CH:13]=[CH:12][CH:11]=[CH:10][CH:9]=1 |f:4.5|. Procedure details: A mixture of methyl methylthiomethyl sulfoxide (1.94 g) and finely triturated sodium hydroxide (0.01 g) was stirred at 70° C. for 30 min. 2-Benzyloxy-5-ethoxybenzaldehyde (2.0 g) and methanol (10 mL) were added to the reaction mixture, and the mixture was further heated under reflux for 24 hrs. To the reaction mixture was added ethyl acetate, and the organic layer was washed successively with 1N hydrochloric acid and saturated brine, dried over anhydrous magnesium sulfate, and concentrated. A mi... Procedure: A solution of N-[2-methylamino-2-methyl propyl]benzamide (1 g., 0.0052 mole) in MEK (50 ml.) was added to a solution of cyclopropyl carbinol bromide (0.66 g.,) in MEK (30 ml.) containing sodium carbonate (0.55 g.,) and a few crystals of sodium iodide. The mixture was refluxed for 24 hrs. and then filtered and the excess MEK evaporated under reduced pressure to give a liquid residue. This was passed down an alumina column, eluting with ethyl acetate to give N-[2-[(cyclopropylmethyl)methylamino]-2... RXN SMILES: [CH3:1][NH:2][C:3]([CH3:15])([CH3:14])[CH2:4][NH:5][C:6](=[O:13])[C:7]1[CH:12]=[CH:11][CH:10]=[CH:9][CH:8]=1.[Br-].[CH:17]1(CO)[CH2:19][CH2:18]1.[C:22](=O)([O-])[O-].[Na+].[Na+].[I-].[Na+]>CCC(C)=O>[CH:17]1([CH2:1][N:2]([CH3:22])[C:3]([CH3:15])([CH3:14])[CH2:4][NH:5][C:6](=[O:13])[C:7]2[CH:12]=[CH:11][CH:10]=[CH:9][CH:8]=2)[CH2:19][CH2:18]1 |f:1.2,3.4.5,6.7|. The product is C1(CC1)CN(C(CNC(C1=CC=CC=C1)=O)(C)C)C (N-[2-[(cyclopropylmethyl)methylamino]-2-methylpropyl]benzamide). Starting materials: CNC(CNC(C1=CC=CC=C1)=O)(C)C (N-[2-methylamino-2-methyl propyl]benzamide), [Br-].C1(CC1)CO (cyclopropyl carbinol bromide), [I-].[Na+] (sodium iodide), C([O-])([O-])=O.[Na+].[Na+] (sodium carbonate). The solvent is CCC(=O)C (MEK), CCC(=O)C (MEK). Isolated yield 79.6%. Starting materials: C(=O)C1=CC=2N(C=C(C(C2S1)=O)C(=O)OCC)C (ethyl 2-formyl-4-methyl-7-oxo-4,7-dihydrothieno[3,2-b]pyridine-6-carboxylate), C(C)(=O)O[BH-](OC(C)=O)OC(C)=O.[Na+] (sodium triacetoxyborohydride), C([O-])(O)=O.[Na+] (sodium bicarbonate), C(Cl)Cl (methylene chloride). Solvent: ClCCCl (1,2-dichloroethane). Run at time 24 hour. Product: OCC1=CC=2N(C=C(C(C2S1)=O)C(=O)OCC)C (Ethyl 2-(hydroxymethyl)-4-methyl-7-oxo-4,7-dihydrothieno[3,2-b]pyridine-6-carboxylate). The yield is 35.4%. As a reaction SMILES: [CH:1]([C:3]1[S:11][C:10]2[C:9](=[O:12])[C:8]([C:13]([O:15][CH2:16][CH3:17])=[O:14])=[CH:7][N:6]([CH3:18])[C:5]=2[CH:4]=1)=[O:2].C(O[BH-](OC(=O)C)OC(=O)C)(=O)C.[Na+].C(=O)(O)[O-].[Na+].C(Cl)Cl>ClCCCl>[OH:2][CH2:1][C:3]1[S:11][C:10]2[C:9](=[O:12])[C:8]([C:13]([O:15][CH2:16][CH3:17])=[O:14])=[CH:7][N:6]([CH3:18])[C:5]=2[CH:4]=1 |f:1.2,3.4|. Procedure: To a solution of ethyl 2-formyl-4-methyl-7-oxo-4,7-dihydrothieno[3,2-b]pyridine-6-carboxylate (1.0 g, 3.8 mmol) in 1,2-dichloroethane (23 mL) was added sodium triacetoxyborohydride (1.6 g, 7.5 mmol). The reaction was stirred at room temperature for 24 hours. The reaction was poured into sat. aq. sodium bicarbonate (50 mL) and methylene chloride (30 mL), before it was quenched with water (50 mL). The mixture was allowed to stand at 0° C. overnight. The solid ppt. was collected by vacuum filtratio... Starting materials: CC1=CC(=C(N)C=C1C)[N+](=O)[O-] (4,5-dimethyl-2-nitroaniline), O1CCCC1 (tetrahydrofuran), CN(C=O)C (dimethylformamide), N (ammonia). The reagents and catalysts are [Pt] (Pt-C). Yields the product CC=1C=C2NC(C(N(C2=CC1C)O)=O)=O (6,7-dimethyl-1-hydroxyquinoxaline-2,3(1H,4H)-dione). Isolated yield 17.0%. RXN SMILES: [CH3:1][C:2]1[C:8]([CH3:9])=[CH:7][C:5]([NH2:6])=[C:4]([N+:10]([O-:12])=O)[CH:3]=1.CN(C)[CH:15]=[O:16].N.[O:19]1CCC[CH2:20]1>[Pt]>[CH3:9][C:8]1[CH:7]=[C:5]2[C:4](=[CH:3][C:2]=1[CH3:1])[N:10]([OH:12])[C:20](=[O:19])[C:15](=[O:16])[NH:6]2. Reported procedure: 1.0 g (3.8 mmol) 4,5-dimethyl-2-nitroaniline in 30 ml tetrahydrofuran:dimethylformamide: 25% aqueous ammonia (30:10:0.7) was hydrogenated at atm. pressure by using 60 mg 5% Pt-C as a catalyst. The precipitate was filtered off and washed with tetrahydrofuran. The filter cake was washed several times with 1N aqueous potassium hydroxide, and the filtrate was acidified with concentrated hydrochloric acid. The precipitate was filtered off and washed with water, ethanol and ether to give 0.13 g (17%) ...